Dataset: the Open Reaction Database (ORD), a public repository of structured organic reaction records. Task: describe an organic reaction: reactants, conditions, products, and yield Reaction SMILES: [OH:15][N+:16]([O-:17])=[O:18].[OH:1][c:2]1[cH:3][c:4](=[O:14])[o:5][c:6]2[cH:7][cH:8][c:9]([O:12][CH3:13])[cH:10][c:11]12>>[OH:1][c:2]1[c:3]([N+:16](=[O:15])[O-:17])[c:4](=[O:14])[o:5][c:6]2[cH:7][cH:8][c:9]([O:12][CH3:13])[cH:10][c:11]12. Starting materials: O=[N+]([O-])O, COc1ccc2oc(=O)cc(O)c2c1. Yields the product COc1ccc2oc(=O)c([N+](=O)[O-])c(O)c2c1. Reactants: FC(C=1C=C(C(=O)N2[C@@H](CN(CC2)CC2=CC=C(C=C2)[N+](=O)[O-])CC2=CC(=C(C=C2)Cl)Cl)C=CC1C(F)(F)F)(F)F ((2R)-1-[3,4-bis(trifluoromethyl)benzoyl]-2-(3,4-dichlorobenzyl)-4-(4-nitrobenzyl)piperazine), [Cl-].[NH4+] (ammonium chloride). Reagents/catalysts: [Fe] (iron). The solvent is C(C)O (ethanol), O (water). The product is NC1=CC=C(CN2C[C@H](N(CC2)C(C2=CC(=CC(=C2)C(F)(F)F)C(F)(F)F)=O)CC2=CC(=C(C=C2)Cl)Cl)C=C1 ((2R)-4-(4-aminobenzyl)-1-[3,5-bis(trifluoromethyl)benzoyl]-2-(3,4-dichlorobenzyl)piperazine). Isolated yield 171.9%. As a reaction SMILES: [F:1][C:2]([F:41])([F:40])[C:3]1[CH:4]=[C:5]([CH:33]=[CH:34][C:35]=1C(F)(F)F)[C:6]([N:8]1[CH2:13][CH2:12][N:11]([CH2:14][C:15]2[CH:20]=[CH:19][C:18]([N+:21]([O-])=O)=[CH:17][CH:16]=2)[CH2:10][C@H:9]1[CH2:24][C:25]1[CH:30]=[CH:29][C:28]([Cl:31])=[C:27]([Cl:32])[CH:26]=1)=[O:7].[Cl-].[NH4+]>C(O)C.O.[Fe]>[NH2:21][C:18]1[CH:19]=[CH:20][C:15]([CH2:14][N:11]2[CH2:12][CH2:13][N:8]([C:6](=[O:7])[C:5]3[CH:4]=[C:3]([C:2]([F:1])([F:40])[F:41])[CH:35]=[C:34]([C:2]([F:41])([F:40])[F:1])[CH:33]=3)[C@H:9]([CH2:24][C:25]3[CH:30]=[CH:29][C:28]([Cl:31])=[C:27]([Cl:32])[CH:26]=3)[CH2:10]2)=[CH:16][CH:17]=1 |f:1.2|. Procedure: A mixture of (2R)-1-[3,4-bis(trifluoromethyl)benzoyl]-2-(3,4-dichlorobenzyl)-4-(4-nitrobenzyl)piperazine (157 mg), ammonium chloride (15.7 mg) and iron powder (157 mg) in a mixture of ethanol (5 ml) and water (1.25 ml) was refluxed for 1.5 hours. After cooling, the precipitates were filtered off and the filtrate was evaporated in vacuo. The residue was purified by column chromatography on silica gel with a mixture of toluene and ethyl acetate as an eluent to give (2R)-4-(4-aminobenzyl)-1-[3,5-bi... The reactants are CN1CCNCC1, O=S(=O)(Cl)c1ccc(Cl)s1, ClCCl, Cl, CC(C(N)CO)C(F)(F)F. The product is CC(C(CO)NS(=O)(=O)c1ccc(Cl)s1)C(F)(F)F. RXN SMILES: [CH3:22][N:23]1[CH2:24][CH2:25][NH:26][CH2:27][CH2:28]1.[Cl:12][c:13]1[cH:14][cH:15][c:16]([S:18](=[O:19])(=[O:20])[Cl:21])[s:17]1.[Cl:29][CH2:30][Cl:31].[ClH:11].[NH2:1][CH:2]([CH2:3][OH:4])[CH:5]([C:6]([F:7])([F:8])[F:9])[CH3:10]>>[NH:1]([CH:2]([CH2:3][OH:4])[CH:5]([C:6]([F:7])([F:8])[F:9])[CH3:10])[S:18]([c:16]1[cH:15][cH:14][c:13]([Cl:12])[s:17]1)(=[O:19])=[O:20].